Dataset: the Open Reaction Database (ORD), a public repository of structured organic reaction records. Task: describe an organic reaction: reactants, conditions, products, and yield Starting materials: Cc1ccccc1OCC(=O)Nc1ccc(C(=O)Cl)cc1, CCOC(C)=O, O=C(Cl)C(=O)Cl, ClCCl, COC(=O)c1cc(OC)cc(N)c1O, C1COCCO1. The product is COC(=O)c1cc(OC)cc(NC(=O)c2ccc(NC(=O)COc3ccccc3C)cc2)c1O. RXN SMILES: [CH3:15][c:16]1[c:17]([O:18][CH2:19][C:20](=[O:21])[NH:22][c:23]2[cH:24][cH:25][c:26]([C:27](=[O:28])[Cl:29])[cH:30][cH:31]2)[cH:32][cH:33][cH:34][cH:35]1.[CH3:51][CH2:52][O:53][C:54]([CH3:55])=[O:56].[Cl:36][C:37]([C:38]([Cl:39])=[O:40])=[O:41].[Cl:48][CH2:49][Cl:50].[NH2:1][c:2]1[c:3]([OH:14])[c:4]([C:5](=[O:6])[O:7][CH3:8])[cH:9][c:10]([O:12][CH3:13])[cH:11]1.[O:42]1[CH2:43][CH2:44][O:45][CH2:46][CH2:47]1>>[NH:1]([c:2]1[c:3]([OH:14])[c:4]([C:5](=[O:6])[O:7][CH3:8])[cH:9][c:10]([O:12][CH3:13])[cH:11]1)[C:27]([c:26]1[cH:25][cH:24][c:23]([NH:22][C:20]([CH2:19][O:18][c:17]2[c:16]([CH3:15])[cH:35][cH:34][cH:33][cH:32]2)=[O:21])[cH:31][cH:30]1)=[O:28]. The reactants are solution, CN (methylamine), Cl.CN(CCCN=C=NCC)C (1-(3-dimethylaminopropyl)-3-ethylcarbodiimide hydrochloride), O.OC1=CC=CC=2NN=NC21 (hydroxybenzotriazole hydrate), Cl.ClC1=CC=C(C=C1)C(N1CC(C1)C(C(=O)O)C1=CC(=CC(=C1)F)F)C1=CC=C(C=C1)Cl ((RS)-{1-[bis(4-chlorophenyl)-methyl]azetidin-3-yl}-(3,5-difluorophenyl)acetic acid hydrochloride), ClC1=CC=C(C=C1)C(N1CC(C1)C(C(=O)NCCC)C1=CC(=CC(=C1)F)F)C1=CC=C(C=C1)Cl ((RS)-2-{1-[Bis(4-chlorophenyl)methyl]-azetidin-3-yl}-2-(3,5-difluorophenyl)-N-propylacetamide). Run in O1CCCC1 (tetrahydrofuran), ClCCl (dichloromethane), C(C)N(CC)CC (triethylamine). Conditions: temperature 20 celsius, time 12 hour. Product: ClC1=CC=C(C=C1)C(N1CC(C1)C(C(=O)NC)C1=CC(=CC(=C1)F)F)C1=CC=C(C=C1)Cl ((RS)-2-{1-(bis(4-chlorophenyl)methyl]azetidin-3-yl}-2-(3,5-difluorophenyl)-N-methylacetamide). As a reaction SMILES: [Cl:1][C:2]1[CH:7]=[CH:6][C:5]([CH:8]([C:28]2[CH:33]=[CH:32][C:31]([Cl:34])=[CH:30][CH:29]=2)[N:9]2[CH2:12][CH:11]([CH:13]([C:20]3[CH:25]=[C:24]([F:26])[CH:23]=[C:22]([F:27])[CH:21]=3)[C:14]([NH:16][CH2:17]CC)=[O:15])[CH2:10]2)=[CH:4][CH:3]=1.CN.Cl.CN(C)CCCN=C=NCC.O.OC1C2N=NNC=2C=CC=1.Cl.ClC1C=CC(C(C2C=CC(Cl)=CC=2)N2CC(C(C3C=C(F)C=C(F)C=3)C(O)=O)C2)=CC=1>O1CCCC1.ClCCl.C(N(CC)CC)C>[Cl:34][C:31]1[CH:30]=[CH:29][C:28]([CH:8]([C:5]2[CH:4]=[CH:3][C:2]([Cl:1])=[CH:7][CH:6]=2)[N:9]2[CH2:10][CH:11]([CH:13]([C:20]3[CH:21]=[C:22]([F:27])[CH:23]=[C:24]([F:26])[CH:25]=3)[C:14]([NH:16][CH3:17])=[O:15])[CH2:12]2)=[CH:33][CH:32]=1 |f:2.3,4.5,6.7|. Procedure: (RS)-2-{1-[Bis(4-chlorophenyl)methyl]-azetidin-3-yl}-2-(3,5-difluorophenyl)-N-propylacetamide may be prepared in the following manner: 0.050 cm3 of a 2 M solution of methylamine in tetrahydrofuran, 29 mg of 1-(3-dimethylaminopropyl)-3-ethylcarbodiimide hydrochloride, 0.028 cm3 of triethylamine and 1.5 mg of hydroxybenzotriazole hydrate are successively added to a solution of 50 mg of (RS)-{1-[bis(4-chlorophenyl)-methyl]azetidin-3-yl}-(3,5-difluorophenyl)acetic acid hydrochloride in 2 cm3 of anhy... Starting materials: ClC(=O)OC (methyl chloroformate), [OH-].[Na+] (sodium hydroxide), 298, Cl.C(CC)(=N)N (propionamidine hydrochloride), C(Cl)Cl (methylene chloride). The solvent is O (water), O (water). Product: 325, COC(=O)NC(CC)=N (N-methoxycarbonylpropionamidine). Yield: 91.0%. RXN SMILES: Cl[C:2]([O:4][CH3:5])=[O:3].[OH-].[Na+].Cl.[C:9]([NH2:13])(=[NH:12])[CH2:10][CH3:11].C(Cl)Cl>O>[CH3:5][O:4][C:2]([NH:13][C:9](=[NH:12])[CH2:10][CH3:11])=[O:3] |f:1.2,3.4|. Procedure details: 298.6 parts of methyl chloroformate and 472.8 parts of 50% strength sodium hydroxide solution are added via two inlets to a mixture of 298 parts of propionamidine hydrochloride in 1,300 parts of methylene chloride and 200 parts of water, at from 20° to 25° C., in the course of 25 minutes, while stirring. The reaction mixture is stirred at 25° C. for three hours and diluted with 300 parts of water, and the phases are separated. The aqueous phase is extracted once with 200 parts of methyl chloride... Yields the product ClC1=CC=C(CC2(C3(CO3)C(CC2)(C)C)C)C=C1 (4-(4-chlorobenzyl)-4,7,7-trimethyl-1-oxaspiro[2.4]heptane). Starting materials: [OH-].[Ca+2].[OH-] (Calcium hydroxide), ClC1=CC=C(CC2(C(C(CC2)(C)C)=C)C)C=C1 (2-(4-Chlorobenzyl)-2,5,5-trimethyl-1-methylenecyclopentane), resultant mixture, ClC1=CC(=CC=C1)C(=O)OO (m-chloroperbenzoic acid). Isolated yield 30.8%. Reaction conditions: time 30 minute. As a reaction SMILES: [Cl:1][C:2]1[CH:17]=[CH:16][C:5]([CH2:6][C:7]2([CH3:15])[CH2:11][CH2:10][C:9]([CH3:13])([CH3:12])[C:8]2=[CH2:14])=[CH:4][CH:3]=1.ClC1C=CC=C(C(OO)=[O:26])C=1.[OH-].[Ca+2].[OH-]>C(Cl)(Cl)Cl>[Cl:1][C:2]1[CH:17]=[CH:16][C:5]([CH2:6][C:7]2([CH3:15])[CH2:11][CH2:10][C:9]([CH3:13])([CH3:12])[C:8]32[O:26][CH2:14]3)=[CH:4][CH:3]=1 |f:2.3.4|. Procedure details: 2-(4-Chlorobenzyl)-2,5,5-trimethyl-1-methylenecyclopentane (6.1 g) was dissolved in 60 ml of chloroform, followed by the addition of 8.5 g of m-chloroperbenzoic acid. The resultant mixture was stirred for 5 hours under ice cooling. Calcium hydroxide (4.0 g) was added, followed by stirring at room temperature for 30 minutes. A solid thus precipitated was filtered off. From the chloroform layer as the filtrate, chloroform was distilled off under reduced pressure to obtain a colorless oily substanc... Solvent: C(Cl)(Cl)Cl (chloroform).